From a dataset of the Open Reaction Database (ORD), a public repository of structured organic reaction records. describe an organic reaction: reactants, conditions, products, and yield The reactants are solid, C(C(C)(C)C)(=O)Cl (Pivaloyl chloride), ClC1=NC(=CC=C1C1=C(C=2C(=NC=CN2)NC1=O)O)Cl (7-(2,6-dichloro-pyrid-3-yl)-8-hydroxy-5H-pyrido[2,3-b]pyrazin-6-one), N1=CC=CC=C1 (pyridine). The solvent is ClCCl (dichloromethane), ClCCl (dichloromethane). Conditions: time 1 hour. The product is ClC1=NC(=CC=C1C1=C(C=2C(=NC=CN2)NC1=O)OC(C(C)(C)C)=O)Cl (2,2-dimethyl-propionic acid 7-(2,6-dichloro-pyrid-3-yl)-6-oxo-5,6-dihydro-pyrido[2,3-b]pyrazin-8-yl ester). As a reaction SMILES: [C:1](Cl)(=[O:6])[C:2]([CH3:5])([CH3:4])[CH3:3].[Cl:8][C:9]1[C:14]([C:15]2[C:24](=[O:25])[NH:23][C:18]3=[N:19][CH:20]=[CH:21][N:22]=[C:17]3[C:16]=2[OH:26])=[CH:13][CH:12]=[C:11]([Cl:27])[N:10]=1.N1C=CC=CC=1>ClCCl>[Cl:8][C:9]1[C:14]([C:15]2[C:24](=[O:25])[NH:23][C:18]3=[N:19][CH:20]=[CH:21][N:22]=[C:17]3[C:16]=2[O:26][C:1](=[O:6])[C:2]([CH3:5])([CH3:4])[CH3:3])=[CH:13][CH:12]=[C:11]([Cl:27])[N:10]=1. Reported procedure: Pivaloyl chloride (0.096 ml) was added dropwise to a solution of 7-(2,6-dichloro-pyrid-3-yl)-8-hydroxy-5H-pyrido[2,3-b]pyrazin-6-one (Example 1.6) (0.20 g) and pyridine (0.068 ml) in dichloromethane (5 ml) at ambient temperature. The reaction mixture was stirred at ambient temperature for 1 hour and was then diluted with more dichloromethane. The organic phase was washed with aqueous sodium hydrogen carbonate (saturated) and brine, dried over magnesium sulfate, and concentrated. The residue was ... The reactants are CC(C)(C)c1nc(N2CCNCC2)cc(C(F)(F)F)n1, CN1CCCC1=O, CCN(C(C)C)C(C)C, O=C1CCCN(C(=O)CCCCCl)c2ccccc21. The product is CC(C)(C)c1nc(N2CCN(CCCCC(=O)N3CCCC(=O)c4ccccc43)CC2)cc(C(F)(F)F)n1. RXN SMILES: [C:20]([CH3:21])([CH3:22])([CH3:23])[c:24]1[n:25][c:26]([C:36]([F:37])([F:38])[F:39])[cH:27][c:28]([N:30]2[CH2:31][CH2:32][NH:33][CH2:34][CH2:35]2)[n:29]1.[CH3:49][N:50]1[CH2:51][CH2:52][CH2:53][C:54]1=[O:55].[CH:40]([N:41]([CH2:42][CH3:43])[CH:44]([CH3:45])[CH3:46])([CH3:47])[CH3:48].[Cl:1][CH2:2][CH2:3][CH2:4][CH2:5][C:6](=[O:7])[N:8]1[CH2:9][CH2:10][CH2:11][C:12](=[O:19])[c:13]2[c:14]1[cH:15][cH:16][cH:17][cH:18]2>>[CH2:2]([CH2:3][CH2:4][CH2:5][C:6](=[O:7])[N:8]1[CH2:9][CH2:10][CH2:11][C:12](=[O:19])[c:13]2[c:14]1[cH:15][cH:16][cH:17][cH:18]2)[N:33]1[CH2:32][CH2:31][N:30]([c:28]2[cH:27][c:26]([C:36]([F:37])([F:38])[F:39])[n:25][c:24]([C:20]([CH3:21])([CH3:22])[CH3:23])[n:29]2)[CH2:35][CH2:34]1. Reactants: O=C([O-])[O-], CS(C)=O, COC(=O)c1ccccc1F, [K+], [K+], Cc1nc(-c2ccc(Cl)cc2)sc1C(=O)NCC1CCCNC1, O. Product: COC(=O)c1ccccc1N1CCCC(CNC(=O)c2sc(-c3ccc(Cl)cc3)nc2C)C1. Reaction SMILES: [C:39](=[O:40])([O-:41])[O-:42].[CH3:35][S:36]([CH3:37])=[O:38].[F:24][c:25]1[c:26]([C:27](=[O:28])[O:29][CH3:30])[cH:31][cH:32][cH:33][cH:34]1.[K+:43].[K+:44].[NH:1]1[CH2:2][CH:3]([CH2:7][NH:8][C:9](=[O:10])[c:11]2[c:12]([CH3:23])[n:13][c:14](-[c:16]3[cH:17][cH:18][c:19]([Cl:22])[cH:20][cH:21]3)[s:15]2)[CH2:4][CH2:5][CH2:6]1.[OH2:45]>>[N:1]1([c:25]2[c:26]([C:27](=[O:28])[O:29][CH3:30])[cH:31][cH:32][cH:33][cH:34]2)[CH2:2][CH:3]([CH2:7][NH:8][C:9](=[O:10])[c:11]2[c:12]([CH3:23])[n:13][c:14](-[c:16]3[cH:17][cH:18][c:19]([Cl:22])[cH:20][cH:21]3)[s:15]2)[CH2:4][CH2:5][CH2:6]1. Starting materials: COC1=C(C=CC=C1)SC1=C(C(=O)OC)C=CC=C1 (Methyl 2-(o-methoxyphenylthio)benzoate), COC(Cl)Cl (dichloromethyl methyl ether). The reagents and catalysts are [Ti](Cl)(Cl)(Cl)Cl (titanium tetrachloride). Solvent: ClCCCl (1,2-dichloroethane). Yields the product C(=O)(OC)C1=C(C=CC=C1)SC=1C=C(C=O)C=CC1OC (3-(o-Carbomethoxyphenylthio-)4-methoxybenzaldehyde). As a reaction SMILES: [CH3:1][O:2][C:3]1[CH:8]=[CH:7][CH:6]=[CH:5][C:4]=1[S:9][C:10]1[CH:19]=[CH:18][CH:17]=[CH:16][C:11]=1[C:12]([O:14][CH3:15])=[O:13].[CH3:20][O:21]C(Cl)Cl>ClCCCl.[Ti](Cl)(Cl)(Cl)Cl>[C:12]([C:11]1[CH:16]=[CH:17][CH:18]=[CH:19][C:10]=1[S:9][C:4]1[CH:5]=[C:6]([CH:7]=[CH:8][C:3]=1[O:2][CH3:1])[CH:20]=[O:21])([O:14][CH3:15])=[O:13]. Reported procedure: Dissolve 117 g (0.427 mole) of the ester of Step B in 1500 ml of 1,2-dichloroethane and cool with stirring in an ice-bath. Add 200 ml (345 g, 1.82 mole) of titanium tetrachloride at a rapid dropwise rate. Add also fairly rapidly 154 g (1.34 mole) of dichloromethyl methyl ether. Stir the mixture under a nitrogen atmosphere overnight then pour into ice. After shaking, separate the organic phase and extract the aqueous phase twice with methylene chloride. Wash the combined organic phases twice with... Product: CC(C)(C)OC(=O)N1CCC(Nc2cc(Cl)c(F)cc2N)CC1. Reaction SMILES: [CH3:29][CH2:30][OH:31].[Cl:1][c:2]1[c:3]([F:25])[cH:4][c:5]([N+:22]([O-:23])=[O:24])[c:6]([NH:8][CH:9]2[CH2:10][CH2:11][N:12]([C:15](=[O:16])[O:17][C:18]([CH3:19])([CH3:20])[CH3:21])[CH2:13][CH2:14]2)[cH:7]1.[NH2:27][NH2:28].[OH2:26]>>[Cl:1][c:2]1[c:3]([F:25])[cH:4][c:5]([NH2:22])[c:6]([NH:8][CH:9]2[CH2:10][CH2:11][N:12]([C:15](=[O:16])[O:17][C:18]([CH3:19])([CH3:20])[CH3:21])[CH2:13][CH2:14]2)[cH:7]1. Starting materials: CCO, CC(C)(C)OC(=O)N1CCC(Nc2cc(Cl)c(F)cc2[N+](=O)[O-])CC1, NN, O. Starting materials: C(#N)C1=CC(=C(C=C1)C1=CC(OC2=C1C=C(C=C2)C#N)(C)C)OC (4-(4-cyano-2-methoxyphenyl)-2,2-dimethyl-2H-1-benzopyran-6-carbonitrile), CC1(OC2=C(C(C1)C1=NC=CC=C1)C=C(C=C2)C(=O)O)C (3,4-dihydro-2,2-dimethyl-4-(2-pyridyl)-2H-1-benzopyran-6-carboxylic acid), CC(C#C)(OC1=CC=C(C#N)C=C1)C (4-(1,1-dimethyl-2-propynyloxy)benzonitrile). Reagents/catalysts: [Pd](Cl)Cl (palladium(II) chloride), [Cu]I (copper(I) iodide), C1(=CC=CC=C1)P(C1=CC=CC=C1)C1=CC=CC=C1 (triphenylphosphine). Run in C(C)NCC (diethylamine). Conditions: time 2 day. Yields the product C(#N)C1=CC=C(OC(C#COC=2C=C(C#N)C=CC2OC)(C)C)C=C1 (3-[3-(4-cyanophenoxy)-3-methyl-1-butyn-1-yloxy]-4-methoxybenzonitrile). As a reaction SMILES: C(C1C=CC([C:9]2[C:14]3[CH:15]=[C:16]([C:19]#[N:20])[CH:17]=[CH:18][C:13]=3[O:12][C:11]([CH3:22])([CH3:21])[CH:10]=2)=C(OC)C=1)#N.CC1(C)CC(C2C=CC=CN=2)C2C=C(C(O)=O)C=CC=2[O:27]1.C[C:47](C)([O:50][C:51]1[CH:58]=[CH:57][C:54]([C:55]#[N:56])=[CH:53][CH:52]=1)C#C>C(NCC)C.[Pd](Cl)Cl.[Cu]I.C1(P(C2C=CC=CC=2)C2C=CC=CC=2)C=CC=CC=1>[C:19]([C:16]1[CH:15]=[CH:14][C:13]([O:12][C:11]([CH3:21])([CH3:22])[C:10]#[C:9][O:27][C:52]2[CH:53]=[C:54]([CH:57]=[CH:58][C:51]=2[O:50][CH3:47])[C:55]#[N:56])=[CH:18][CH:17]=1)#[N:20]. Procedure details: The 4-(4-cyano-2-methoxyphenyl)-2,2-dimethyl-2H-1-benzopyran-6-carbonitrile used as the starting material was prepared as follows: (A) 5.18 g of 3-iodo-4-methoxybenzonitrile were added at room temperature to a solution of 18 mg of palladium(II) chloride, 52 mg of triphenylphosphine and 38 mg of copper(I) iodide in 100 ml of diethylamine. 3.7 g of 4-(1,1-dimethyl-2-propynyloxy)benzonitrile were added and the mixture was stirred under a nitrogen atmosphere for 2 days. The mixture was evaporated an... The reactants are CCCCCC (hexane), C1CCC(CC1)N=C=NC2CCCCC2 (DCC), C1(=CC=CC=C1)CCC=CC(=O)O (5-phenylpent-2-enoic acid). The product is C(C)OC(C=CCCC1=CC=CC=C1)=O (5-phenyl-pent-2-enoic acid ethyl ester). Run at temperature 0 celsius, time 30 minute. Procedure details: The reagents DCC (33 mM) and DMAP (30 mM) were added to a solution of 5-phenylpent-2-enoic acid (5.3 g, 30 mM) in EtOH (50 mL) and THF (20 mL), which was cooled to 0° C. The resulting mixture was stirred for 30 min at 0° C., then allowed to react for 15 h at room temperature. The suspension was filtered, and the filtrate was concentrated. The residue was dissolved in EtOAc and washed with 1 M HCl (3×30 mL), H2O (10 mL), saturated NaHCO3 (3×30 mL), H2O (10 mL), saturated NaCl (20 mL), dried over ... The reagents and catalysts are CN(C)C=1C=CN=CC1 (DMAP). The yield is 61.0%. The solvent is CCO (EtOH), C1CCOC1 (THF). As a reaction SMILES: [CH2:1]1CCC(N=C=NC2CCCCC2)C[CH2:2]1.[C:16]1([CH2:22][CH2:23][CH:24]=[CH:25][C:26]([OH:28])=[O:27])[CH:21]=[CH:20][CH:19]=[CH:18][CH:17]=1.CCCCCC>CN(C1C=CN=CC=1)C.CCO.C1COCC1>[CH2:1]([O:27][C:26](=[O:28])[CH:25]=[CH:24][CH2:23][CH2:22][C:16]1[CH:21]=[CH:20][CH:19]=[CH:18][CH:17]=1)[CH3:2]. Starting materials: CC(N)CN(CC(C)OS(C)(=O)=O)C(=O)OCc1ccccc1, CO. Reaction SMILES: [CH3:1][S:2]([O:3][CH:6]([CH2:7][N:8]([C:9](=[O:10])[O:11][CH2:12][c:13]1[cH:14][cH:15][cH:16][cH:17][cH:18]1)[CH2:19][CH:20]([CH3:21])[NH2:22])[CH3:23])(=[O:4])=[O:5].[CH3:24][OH:25]>>[CH:6]1([CH3:23])[CH2:7][N:8]([C:9](=[O:10])[O:11][CH2:12][c:13]2[cH:14][cH:15][cH:16][cH:17][cH:18]2)[CH2:19][CH:20]([CH3:21])[NH:22]1. Yields the product CC1CN(C(=O)OCc2ccccc2)CC(C)N1. The yield is 88.7%. Run at temperature 22 celsius, time 24 hour. The reactants are IC1=CC=C(OCCNCCCCCCCCCCCC)C=C1 (N-2-[4-iodophenoxy]ethyldodecylamine), C(#N)[BH3-].[Na+] (sodium cyanoborohydride), O=CCCC(=O)OCC (ethyl 4-oxobutyrate). Reaction SMILES: [I:1][C:2]1[CH:23]=[CH:22][C:5]([O:6][CH2:7][CH2:8][NH:9][CH2:10][CH2:11][CH2:12][CH2:13][CH2:14][CH2:15][CH2:16][CH2:17][CH2:18][CH2:19][CH2:20][CH3:21])=[CH:4][CH:3]=1.C([BH3-])#N.[Na+].O=[CH:29][CH2:30][CH2:31][C:32]([O:34][CH2:35][CH3:36])=[O:33]>CO.C(OCC)(=O)C>[CH2:10]([N:9]([CH2:29][CH2:30][CH2:31][C:32]([O:34][CH2:35][CH3:36])=[O:33])[CH2:8][CH2:7][O:6][C:5]1[CH:22]=[CH:23][C:2]([I:1])=[CH:3][CH:4]=1)[CH2:11][CH2:12][CH2:13][CH2:14][CH2:15][CH2:16][CH2:17][CH2:18][CH2:19][CH2:20][CH3:21] |f:1.2|. The solvent is CO (methanol), CO (methanol), C(C)(=O)OCC (ethyl acetate). Procedure details: To a mixture of N-2-[4-iodophenoxy]ethyldodecylamine ( 4.0 g, 9.3 mmol) and sodium cyanoborohydride (1.45 g, 23 mmol) in methanol (80 ml) was added dropwise a solution of ethyl 4-oxobutyrate (Fournet, G. ; Balme, G.; Barieux, J. J. and Gore, J. Tetrahedron, 1988, 44, 5821) (2.4 g, 18 mmol) in methanol (20 ml) over a period of 10 min. The resulting mixture was stirred at 22° C. for 24 h, and then diluted with ethyl acetate (600 ml), washed with brine (3×250 ml). The aqueous phase was extracted wi... The product is C(CCCCCCCCCCC)N(CCOC1=CC=C(C=C1)I)CCCC(=O)OCC (4-[N-dodecyl-N-2-[4-iodophenoxy]ethylamino]butanoic acid, ethyl ester).